describe an organic reaction: reactants, conditions, products, and yield From a dataset of the Open Reaction Database (ORD), a public repository of structured organic reaction records. The reactants are CC(C)C1(CCc2ccc(OCc3ccccc3)cc2)CC(O)=CC(=O)O1, C1CCOC1, [Pd]. The product is CC(C)C1(CCc2ccc(O)cc2)CC(O)=CC(=O)O1. Reaction SMILES: [CH2:1]([c:2]1[cH:3][cH:4][cH:5][cH:6][cH:7]1)[O:8][c:9]1[cH:10][cH:11][c:12]([CH2:15][CH2:16][C:17]2([CH:25]([CH3:26])[CH3:27])[CH2:18][C:19]([OH:24])=[CH:20][C:21](=[O:23])[O:22]2)[cH:13][cH:14]1.[CH2:29]1[O:30][CH2:31][CH2:32][CH2:33]1.[Pd:28]>>[OH:8][c:9]1[cH:10][cH:11][c:12]([CH2:15][CH2:16][C:17]2([CH:25]([CH3:26])[CH3:27])[CH2:18][C:19]([OH:24])=[CH:20][C:21](=[O:23])[O:22]2)[cH:13][cH:14]1.